Dataset: the Open Reaction Database (ORD), a public repository of structured organic reaction records. Task: describe an organic reaction: reactants, conditions, products, and yield Reactants: COC(CCC\C=C/C[C@@H]1[C@H]([C@@H](C[C@@H]1OC1OCCCC1)OC1OCCCC1)CO[Si](C)(C)C(C)(C)C)=O ((Z)-7-[(1R,2S,3R,5S)-2-(tert-Butyldimethylsilanyloxymethyl)-3,5-bis-(tetrahydropyran-2-yloxy)cyclopentyl]hept-5-enoic acid methyl ester), [Li+].[OH-] (LiOH). Run in C1CCOC1 (THF). Reaction conditions: time 12 hour. Yields the product [Si](C)(C)(C(C)(C)C)OC[C@@H]1[C@H]([C@H](C[C@H]1OC1OCCCC1)OC1OCCCC1)C\C=C/CCCC(=O)O ((Z)-7-[(1R,2S,3R,5S)-2-(tert-Butyldimethylsilanyloxymethyl)-3,5-bis-(tetrahydro-pyran-2-yloxy)cyclopentyl]hept-5-enoic Acid). RXN SMILES: C[O:2][C:3](=[O:38])[CH2:4][CH2:5][CH2:6]/[CH:7]=[CH:8]\[CH2:9][C@H:10]1[C@@H:14]([O:15][CH:16]2[CH2:21][CH2:20][CH2:19][CH2:18][O:17]2)[CH2:13][C@@H:12]([O:22][CH:23]2[CH2:28][CH2:27][CH2:26][CH2:25][O:24]2)[C@@H:11]1[CH2:29][O:30][Si:31]([C:34]([CH3:37])([CH3:36])[CH3:35])([CH3:33])[CH3:32].[Li+].[OH-]>C1COCC1>[Si:31]([O:30][CH2:29][C@H:11]1[C@H:12]([O:22][CH:23]2[CH2:28][CH2:27][CH2:26][CH2:25][O:24]2)[CH2:13][C@H:14]([O:15][CH:16]2[CH2:21][CH2:20][CH2:19][CH2:18][O:17]2)[C@@H:10]1[CH2:9]/[CH:8]=[CH:7]\[CH2:6][CH2:5][CH2:4][C:3]([OH:38])=[O:2])([C:34]([CH3:37])([CH3:35])[CH3:36])([CH3:33])[CH3:32] |f:1.2|. Reported procedure: To (Z)-7-[(1R,2S,3R,5S)-2-(tert-Butyldimethylsilanyloxymethyl)-3,5-bis-(tetrahydropyran-2-yloxy)cyclopentyl]hept-5-enoic acid methyl ester (1.5 g, 2.71 mmol) stirring in THF was added LiOH (4 mL, 1M in H2O, 4.0 mmol) and the stirring was continued at 23° C. for 12 h. The THF was evaporated and the mixture was acidified with cold 1% HCl and extracted with CH2Cl2 (3×). The combined organics were washed with brine, dried (Na2SO4) filtered and concentrated in vacuo. FCC (silica gel, 30% EtOAc/hex) a...